From a dataset of the Open Reaction Database (ORD), a public repository of structured organic reaction records. describe an organic reaction: reactants, conditions, products, and yield Reactants: C(\C=C\C(=O)O)(=O)O (fumaric acid), C(\C=C\C(=O)O)(=O)O.C(\C=C\C(=O)O)(=O)O.CN1CCC(C12CCCCC2)N (1-methyl-4-amino- 1-azaspiro[4.5]decane difumarate), [OH-].[Na+] (NaOH), amine, C(C1=CC=C(C=C1)OC)(=O)Cl (p-anisoyl chloride). Run in C(C)#N (acetonitrile). Run at time 5 hour. Product: C(\C=C\C(=O)O)(=O)O.CN1CCC(C12CCCCC2)NC(C2=CC=C(C=C2)OC)=O.CN2CCC(C21CCCCC1)NC(C1=CC=C(C=C1)OC)=O (1-methyl-4-(4-methoxybenzamido)-1-azaspiro[4.5]decane hemifumarate). The yield is 15.9%. As a reaction SMILES: [C:1]([OH:8])(=[O:7])/[CH:2]=[CH:3]/[C:4]([OH:6])=[O:5].C(O)(=O)/C=C/C(O)=O.[CH3:17][N:18]1[C:22]2([CH2:27][CH2:26][CH2:25][CH2:24][CH2:23]2)[CH:21]([NH2:28])[CH2:20][CH2:19]1.[OH-].[Na+].[C:31](Cl)(=[O:40])[C:32]1[CH:37]=[CH:36][C:35]([O:38][CH3:39])=[CH:34][CH:33]=1.C(O)(=O)/C=C/C(O)=O>C(#N)C>[C:1]([OH:8])(=[O:7])/[CH:2]=[CH:3]/[C:4]([OH:6])=[O:5].[CH3:17][N:18]1[C:22]2([CH2:23][CH2:24][CH2:25][CH2:26][CH2:27]2)[CH:21]([NH:28][C:31](=[O:40])[C:32]2[CH:37]=[CH:36][C:35]([O:38][CH3:39])=[CH:34][CH:33]=2)[CH2:20][CH2:19]1.[CH3:17][N:18]1[C:22]2([CH2:23][CH2:24][CH2:25][CH2:26][CH2:27]2)[CH:21]([NH:28][C:31](=[O:40])[C:32]2[CH:37]=[CH:36][C:35]([O:38][CH3:39])=[CH:34][CH:33]=2)[CH2:20][CH2:19]1 |f:0.1.2,3.4,8.9.10|. Reported procedure: To a stirring suspension of 3.5 g (0.021 mole) of 1-methyl-4-amino-1-azaspiro[4.5]decane of Example 2 and 150 ml of 10% NaOH was added dropwise 3.8 g (0.022 mole) of p-anisoyl chloride. The reaction was stirred vigorously for 5 hours, the aqueous solution was decanted and the remaining oil was dissolved in ethyl acetate and dried over Na2SO4. The solvent was then evaporated to give a solid which was recrystallized from hexane to give 4.4 g. The solid was dissolved in 20 ml of acetonitrile and 1.... The reactants are FC=1C=C(C=CC(=O)O)C=CC1OC (3-fluoro-4-methoxy cinnamic acid). The reagents and catalysts are [Pt]=O (platinum oxide). Solvent: C(C)O (ethyl alcohol). Reaction conditions: time 90 minute. The product is FC=1C=C(C=CC1OC)CCC(=O)O (3-(3-fluoro-4-methoxyphenyl)propionic acid). Reaction SMILES: [F:1][C:2]1[CH:3]=[C:4]([CH:10]=[CH:11][C:12]=1[O:13][CH3:14])[CH:5]=[CH:6][C:7]([OH:9])=[O:8]>C(O)C.[Pt]=O>[F:1][C:2]1[CH:3]=[C:4]([CH2:5][CH2:6][C:7]([OH:9])=[O:8])[CH:10]=[CH:11][C:12]=1[O:13][CH3:14]. Procedure details: 2.0 g of 3-fluoro-4-methoxy cinnamic acid was dissolved in 100 ml ethyl alcohol. To this was added 100 mg of platinum oxide as a catalyst. The mixture was hydrogenated in a Parr apparatus for 90 minutes. After the hydrogenation was over, the mixture was filtered and concentrated. The solid was crystallized by adding water. Yield=1.63 g. m.p. 107°-112° C. Reactants: C(C(O)C(O)C(=O)O)(=O)O (tartaric acid), COC(=O)C1=NC(=CC(=C1)Cl)C(=O)OC (dimethyl-4-chloro-2,6-pyridinedicarboxylate), CNCCNC (N,N′-dimethylethylenediamine), solution, C[Al](C)C (trimethylaluminum). The solvent is [OH-].[Na+] (NaOH), C1(=CC=CC=C1)C (toluene), C1(=CC=CC=C1)C (toluene). Conditions: temperature 0 celsius, time 14 hour. Yields the product ClC1=CC(=NC(=C1)C(C)=O)C(C)=O (4-chloro-2,6-diacetylpyridine). Isolated yield 16.6%. Reaction SMILES: COC(C1C=[C:9]([Cl:11])[CH:8]=[C:7]([C:12]([O:14]C)=O)[N:6]=1)=O.[CH3:16]NCCNC.C[Al](C)C.[C:26](O)(=O)[CH:27]([CH:29]([C:31](O)=O)O)[OH:28]>C1(C)C=CC=CC=1.[OH-].[Na+]>[Cl:11][C:9]1[CH:8]=[C:7]([C:12](=[O:14])[CH3:16])[N:6]=[C:29]([C:27](=[O:28])[CH3:26])[CH:31]=1 |f:5.6|. Procedure details: To a flame-dried, 2 L round-bottomed flask equipped with a Dean-Stark trap were added 300 mL of o-xylene and 50 g (248.6 mmol) of chelidamic acid monohydrate. The resulting slurry was heated to reflux and stirred for 4 h then allowed to cool to room temperature. To the mixture was added 207.1 g (994.4 mmol) of PCI5 in several small quantities. The resulting solution was stirred for 30 min at 25° C. then heated to reflux and stirred for an additional 1.5 h. The solution was allowed to cool to roo... The reactants are COC(=O)C(CC(C)(F)F)NC(=O)N1CCC2(CC1)CC2, C1CCOC1, CO, Cl, [Li+], [OH-]. The product is CC(F)(F)CC(NC(=O)N1CCC2(CC1)CC2)C(=O)O. Reaction SMILES: [CH2:1]1[CH2:2][C:3]12[CH2:4][CH2:5][N:6]([C:9](=[O:10])[NH:11][CH:12]([C:13](=[O:14])[O:15][CH3:16])[CH2:17][C:18]([CH3:19])([F:20])[F:21])[CH2:7][CH2:8]2.[CH2:25]1[O:26][CH2:27][CH2:28][CH2:29]1.[CH3:30][OH:31].[ClH:24].[Li+:23].[OH-:22]>>[CH2:1]1[CH2:2][C:3]12[CH2:4][CH2:5][N:6]([C:9](=[O:10])[NH:11][CH:12]([C:13](=[O:14])[OH:15])[CH2:17][C:18]([CH3:19])([F:20])[F:21])[CH2:7][CH2:8]2. Reactants: CCNCC, C#CC(C)(C)O, I[Cu]I, Cc1ccc(I)cc1F, [Pd+2], c1ccc([PH+](c2ccccc2)c2ccccc2)cc1, c1ccc([PH+](c2ccccc2)c2ccccc2)cc1, c1ccc([PH+](c2ccccc2)c2ccccc2)cc1, c1ccc([PH+](c2ccccc2)c2ccccc2)cc1. Yields the product Cc1ccc(C#CC(C)(C)O)cc1F. RXN SMILES: [CH2:96]([NH:97][CH2:98][CH3:99])[CH3:100].[CH3:10][C:11]([C:12]#[CH:13])([CH3:14])[OH:15].[Cu:93]([I:94])[I:95].[F:1][c:2]1[c:3]([CH3:9])[cH:4][cH:5][c:6]([I:8])[cH:7]1.[Pd+2:16].[c:17]1([PH+:18]([c:19]2[cH:20][cH:21][cH:22][cH:23][cH:24]2)[c:25]2[cH:26][cH:27][cH:28][cH:29][cH:30]2)[cH:31][cH:32][cH:33][cH:34][cH:35]1.[c:36]1([PH+:37]([c:38]2[cH:39][cH:40][cH:41][cH:42][cH:43]2)[c:44]2[cH:45][cH:46][cH:47][cH:48][cH:49]2)[cH:50][cH:51][cH:52][cH:53][cH:54]1.[c:55]1([PH+:56]([c:57]2[cH:58][cH:59][cH:60][cH:61][cH:62]2)[c:63]2[cH:64][cH:65][cH:66][cH:67][cH:68]2)[cH:69][cH:70][cH:71][cH:72][cH:73]1.[c:74]1([PH+:75]([c:76]2[cH:77][cH:78][cH:79][cH:80][cH:81]2)[c:82]2[cH:83][cH:84][cH:85][cH:86][cH:87]2)[cH:88][cH:89][cH:90][cH:91][cH:92]1>>[F:1][c:2]1[c:3]([CH3:9])[cH:4][cH:5][c:6]([C:13]#[C:12][C:11]([CH3:10])([CH3:14])[OH:15])[cH:7]1.